From a dataset of the Open Reaction Database (ORD), a public repository of structured organic reaction records. describe an organic reaction: reactants, conditions, products, and yield The product is COC(=O)c1sc(C#CC(C)(C)C)cc1NC1CCC(n2ccnn2)CC1. RXN SMILES: [CH2:29]([Sn:30]([Cl:31])([Cl:32])[CH2:33][CH2:34][CH2:35][CH3:36])[CH2:37][CH2:38][CH3:39].[CH2:47]1[O:48][CH2:49][CH2:50][CH2:51]1.[CH3:1][O:2][C:3](=[O:4])[c:5]1[s:6][c:7]([C:11]#[C:12][C:13]([CH3:14])([CH3:15])[CH3:16])[cH:8][c:9]1[NH2:10].[CH3:52][CH2:53][CH2:54][CH2:55][CH2:56][CH3:57].[CH3:58][CH2:59][O:60][C:61](=[O:62])[CH3:63].[c:40]1([SiH3:41])[cH:42][cH:43][cH:44][cH:45][cH:46]1.[n:17]1([CH:22]2[CH2:23][CH2:24][C:25](=[O:28])[CH2:26][CH2:27]2)[n:18][n:19][cH:20][cH:21]1>>[CH3:1][O:2][C:3](=[O:4])[c:5]1[s:6][c:7]([C:11]#[C:12][C:13]([CH3:14])([CH3:15])[CH3:16])[cH:8][c:9]1[NH:10][CH:25]1[CH2:24][CH2:23][CH:22]([n:17]2[n:18][n:19][cH:20][cH:21]2)[CH2:27][CH2:26]1. The reactants are CCCC[Sn](Cl)(Cl)CCCC, C1CCOC1, COC(=O)c1sc(C#CC(C)(C)C)cc1N, CCCCCC, CCOC(C)=O, [SiH3]c1ccccc1, O=C1CCC(n2ccnn2)CC1. Reactants: CC1(OC=2C(C(C=C(C2)C(CCCC2=CC=C(C=C2)F)C)(O)O)=C2CN(CCC21)CC#C)C (5,5-Dimethyl-8-(4-p-fluorophenyl-1-methylbutyl)-2-(2-propynyl)-10-hydroxy-1,2,3,4-tetrahydro-5H[1]benzopyrano [4,3-c]pyridin-10-ol), [H][H] (hydrogen). Reagents/catalysts: C(C)O (ethanol). The product is CC1(OC=2C(C(C=C(C2)C(CCCC2=CC=C(C=C2)F)C)(O)O)=C2CN(CCC21)CCC)C (5,5-Dimethyl-8-(4-p-Fluorophenyl-1-Methylbutyl)-2-Propyl-10-Hydroxy-1,2,3,4-Tetrahydro-5H[1]Benzopyrano[4,3-c]Pyridin-10-ol). RXN SMILES: [CH3:1][C:2]1([CH3:33])[CH:29]2[C:24]([CH2:25][N:26]([CH2:30][C:31]#[CH:32])[CH2:27][CH2:28]2)=[C:5]2[C:6]([OH:23])([OH:22])[CH:7]=[C:8]([CH:10]([CH3:21])[CH2:11][CH2:12][CH2:13][C:14]3[CH:19]=[CH:18][C:17]([F:20])=[CH:16][CH:15]=3)[CH:9]=[C:4]2[O:3]1.[H][H]>C(O)C>[CH3:33][C:2]1([CH3:1])[CH:29]2[C:24]([CH2:25][N:26]([CH2:30][CH2:31][CH3:32])[CH2:27][CH2:28]2)=[C:5]2[C:6]([OH:23])([OH:22])[CH:7]=[C:8]([CH:10]([CH3:21])[CH2:11][CH2:12][CH2:13][C:14]3[CH:19]=[CH:18][C:17]([F:20])=[CH:16][CH:15]=3)[CH:9]=[C:4]2[O:3]1. Procedure: 5,5-Dimethyl-8-(4-p-fluorophenyl-1-methylbutyl)-2-(2-propynyl)-10-hydroxy-1,2,3,4-tetrahydro-5H[1]benzopyrano [4,3-c]pyridin-10-ol was hydrogenated in ethanol using 5% palladium on carbon as a catalyst. When two equivalents of hydrogen were taken up, the catalyst was filtered and solution concentrated to give the desired product.